Dataset: the Open Reaction Database (ORD), a public repository of structured organic reaction records. Task: describe an organic reaction: reactants, conditions, products, and yield Reactants: ClC=1C=C(C=CC1F)NC1=C(C=NC2=CC(=C(C=C12)NC(C=CCBr)=O)OC)C#N (4-bromo-but-2-enoic acid[4-(3-chloro-4-fluoro-phenylamino)-3-cyano-7-methoxy-quinolin-6-yl]-amide), C(C=C)NCC=C (diallylamine). Solvent: CN(C=O)C (N,N-dimethylformamide), O1CCCC1 (tetrahydrofuran). The product is ClC=1C=C(C=CC1F)NC1=C(C=NC2=CC(=C(C=C12)NC(C=CCN(CC=C)CC=C)=O)OC)C#N (4-Diallylamino-but-2-enoic Acid[4-(3-chloro-4-fluoro-phenylamino)-3-cyano-7-methoxy-quinolin-6-yl]-amide). Yield: 9.4%. RXN SMILES: [Cl:1][C:2]1[CH:3]=[C:4]([NH:9][C:10]2[C:19]3[C:14](=[CH:15][C:16]([O:27][CH3:28])=[C:17]([NH:20][C:21](=[O:26])[CH:22]=[CH:23][CH2:24]Br)[CH:18]=3)[N:13]=[CH:12][C:11]=2[C:29]#[N:30])[CH:5]=[CH:6][C:7]=1[F:8].[CH2:31]([NH:34][CH2:35][CH:36]=[CH2:37])[CH:32]=[CH2:33]>CN(C)C=O.O1CCCC1>[Cl:1][C:2]1[CH:3]=[C:4]([NH:9][C:10]2[C:19]3[C:14](=[CH:15][C:16]([O:27][CH3:28])=[C:17]([NH:20][C:21](=[O:26])[CH:22]=[CH:23][CH2:24][N:34]([CH2:35][CH:36]=[CH2:37])[CH2:31][CH:32]=[CH2:33])[CH:18]=3)[N:13]=[CH:12][C:11]=2[C:29]#[N:30])[CH:5]=[CH:6][C:7]=1[F:8]. Procedure: A solution of 0.24 g (0.5 mmol) of 4-bromo-but-2-enoic acid[4-(3-chloro-4-fluoro-phenylamino)-3-cyano-7-methoxy-quinolin-6-yl]-amide in 1 ml of N,N-dimethylformamide and 4 ml of tetrahydrofuran was stirred with 0.49 ml (4 mmol) of diallylamine for 3 hr. The reaction was quenched with 10 ml of saturated sodium bicarbonate and 10 ml of ethyl acetate. The insoluble precipitate was collected and washed with water to give 23.7 mg of the title compound (free base); mass spectrum (electrospray, m/e): M... Starting materials: COc1cccc(Cl)c1C(=O)Cl, NC(=O)c1ccccc1N, O, c1ccncc1. Product: COc1cccc(Cl)c1C(=O)Nc1ccccc1C(N)=O. RXN SMILES: [Cl:11][c:12]1[c:13]([C:14](=[O:15])[Cl:16])[c:17]([O:21][CH3:22])[cH:18][cH:19][cH:20]1.[NH2:1][c:2]1[c:3]([C:4](=[O:5])[NH2:6])[cH:7][cH:8][cH:9][cH:10]1.[OH2:23].[cH:24]1[cH:25][cH:26][n:27][cH:28][cH:29]1>>[NH:1]([c:2]1[c:3]([C:4](=[O:5])[NH2:6])[cH:7][cH:8][cH:9][cH:10]1)[C:14]([c:13]1[c:12]([Cl:11])[cH:20][cH:19][cH:18][c:17]1[O:21][CH3:22])=[O:15]. The reactants are [OH-].[Na+] (NaOH), CC(C)(C)C=1C=C(C=C(C1O)C(C)(C)C)C1=NNC(S1)=S (5-[3,5-bis(1,1-dimethylethyl)-4-hydroxyphenyl]-1,3,4-thiadiazole-2(3H)-thione), BrCC(=O)O (2-bromoacetic acid). The solvent is CO (methanol). Conditions: time 4 hour. Yields the product CC(C)(C)C=1C=C(C=C(C1O)C(C)(C)C)C1=NN=C(S1)SCC(=O)O (5-[3,5-bis(1,1-dimethyl-ethyl)-4-hydroxyphenyl]-1,3,4-thiadiazole-2-yl[thio]acetic acid). As a reaction SMILES: [OH-].[Na+].[CH3:3][C:4]([C:7]1[CH:8]=[C:9]([C:18]2[S:22][C:21](=[S:23])[NH:20][N:19]=2)[CH:10]=[C:11]([C:14]([CH3:17])([CH3:16])[CH3:15])[C:12]=1[OH:13])([CH3:6])[CH3:5].Br[CH2:25][C:26]([OH:28])=[O:27]>CO>[CH3:6][C:4]([C:7]1[CH:8]=[C:9]([C:18]2[S:22][C:21]([S:23][CH2:25][C:26]([OH:28])=[O:27])=[N:20][N:19]=2)[CH:10]=[C:11]([C:14]([CH3:15])([CH3:16])[CH3:17])[C:12]=1[OH:13])([CH3:3])[CH3:5] |f:0.1|. Procedure details: Aqueous 1M NaOH (12.4 ml, 0.0124 mole) is added to 0° C. solution of 5-[3,5-bis(1,1-dimethylethyl)-4-hydroxyphenyl]-1,3,4-thiadiazole-2(3H)-thione (2.0 g, 0.0062 mole) in methanol (20 ml). This is followed by addition of 2-bromoacetic acid (0.95 g, 0.0068 mole) in one portion. The resulting mixture is allowed to stir four hours with periodic warming. The solution is concentrated in vacuo and the residue is partitioned between ether and water. The layers are separated and the aqueous phase is mad...